From a dataset of the Open Reaction Database (ORD), a public repository of structured organic reaction records. describe an organic reaction: reactants, conditions, products, and yield Starting materials: CCCS(=O)c1ccc(NC(C)=O)c([N+](=O)[O-])c1, CO, [Na+], [OH-], O. Yields the product CCCS(=O)c1ccc(N)c([N+](=O)[O-])c1. Reaction SMILES: [C:1](=[O:2])([CH3:3])[NH:4][c:5]1[c:6]([N+:16](=[O:17])[O-:18])[cH:7][c:8]([S:11](=[O:12])[CH2:13][CH2:14][CH3:15])[cH:9][cH:10]1.[CH3:21][OH:22].[Na+:20].[OH-:19].[OH2:23]>>[NH2:4][c:5]1[c:6]([N+:16](=[O:17])[O-:18])[cH:7][c:8]([S:11](=[O:12])[CH2:13][CH2:14][CH3:15])[cH:9][cH:10]1. Reactants: C1(=CC=CC=C1)CN1C(CN(CC1)CC1=CC=CC=C1)C(=O)OCC (1,4-bis(phenylmethyl)-2-piperazinecarboxylic acid, ethyl ester), [H-].[Al+3].[Li+].[H-].[H-].[H-] (lithium aluminum hydride), CCOCC (ether). Product: C([O-])([O-])=O (carbonate), C1(=CC=CC=C1)CN1C(CN(CC1)CC1=CC=CC=C1)CO (1,4-bis(phenylmethyl)-2-piperazinemethanol). As a reaction SMILES: [C:1]1([CH2:7][N:8]2[CH2:13][CH2:12][N:11]([CH2:14][C:15]3[CH:20]=[CH:19][CH:18]=[CH:17][CH:16]=3)[CH2:10][CH:9]2[C:21]([O:23]CC)=[O:22])[CH:6]=[CH:5][CH:4]=[CH:3][CH:2]=1.[H-].[Al+3].[Li+].[H-].[H-].[H-].CC[O:34]CC>>[C:21](=[O:22])([O-:34])[O-:23].[C:1]1([CH2:7][N:8]2[CH2:13][CH2:12][N:11]([CH2:14][C:15]3[CH:20]=[CH:19][CH:18]=[CH:17][CH:16]=3)[CH2:10][CH:9]2[CH2:21][OH:22])[CH:2]=[CH:3][CH:4]=[CH:5][CH:6]=1 |f:1.2.3.4.5.6|. Procedure: 2,3-Dibromopropionic acid, ethyl ester 7, N,N-dibenzylethylenediamine 8 and triethylamine are reacted in toluene at 80°-100° C., giving 1,4-bis(phenylmethyl)-2-piperazinecarboxylic acid, ethyl ester 9. The ester 9 is then reacted with lithium aluminum hydride in ether, under an inert atmosphere at reflux followed by treatment with an alkali base and an alkali carbonate giving 1,4-bis(phenylmethyl)-2-piperazinemethanol 10, which is then reacted with thicnyl chloride in carbon tetrachloride at 50°... The reactants are FC=1C(=CNC1C=1C(=NC=CC1)F)CN(C(OC(C)(C)C)=O)C (tert-butyl {[4-fluoro-5-(2-fluoropyridin-3-yl)-1H-pyrrol-3-yl]methyl}methylcarbamate), [H-].[Na+] (sodium hydride), FC(N1N=CC(=C1)S(=O)(=O)Cl)F (1-(difluoromethyl)-1H-pyrazole-4-sulfonyl chloride), C1COCCOCCOCCOCCO1 (15-Crown-5). Run in O1CCCC1 (tetrahydrofuran), C(O)([O-])=O.[Na+] (sodium hydrogen carbonate). Run at time 10 minute. Yields the product FC(N1N=CC(=C1)S(=O)(=O)N1C=C(C(=C1C=1C(=NC=CC1)F)F)CN(C(OC(C)(C)C)=O)C)F (tert-butyl {[1-{[1-(difluoromethyl)-1H-pyrazol-4-yl]sulfonyl}-4-fluoro-5-(2-fluoropyridin-3-yl)-1H-pyrrol-3-yl]methyl}methylcarbamate). Isolated yield 90.3%. As a reaction SMILES: [F:1][C:2]1[C:3]([CH2:14][N:15]([CH3:23])[C:16](=[O:22])[O:17][C:18]([CH3:21])([CH3:20])[CH3:19])=[CH:4][NH:5][C:6]=1[C:7]1[C:8]([F:13])=[N:9][CH:10]=[CH:11][CH:12]=1.[H-].[Na+].C1OCCOCCOCCOCCOC1.[F:41][CH:42]([F:52])[N:43]1[CH:47]=[C:46]([S:48](Cl)(=[O:50])=[O:49])[CH:45]=[N:44]1>O1CCCC1.C(=O)([O-])O.[Na+]>[F:52][CH:42]([F:41])[N:43]1[CH:47]=[C:46]([S:48]([N:5]2[C:6]([C:7]3[C:8]([F:13])=[N:9][CH:10]=[CH:11][CH:12]=3)=[C:2]([F:1])[C:3]([CH2:14][N:15]([CH3:23])[C:16](=[O:22])[O:17][C:18]([CH3:19])([CH3:20])[CH3:21])=[CH:4]2)(=[O:50])=[O:49])[CH:45]=[N:44]1 |f:1.2,6.7|. Reported procedure: To a solution of tert-butyl {[4-fluoro-5-(2-fluoropyridin-3-yl)-1H-pyrrol-3-yl]methyl}methylcarbamate (324 mg) in tetrahydrofuran (10 mL) was added sodium hydride (60% in oil, 80 mg) at room temperature, and the mixture was stirred for 10 min. 15-Crown-5 (442 mg) was added. Then 1-(difluoromethyl)-1H-pyrazole-4-sulfonyl chloride (181 mg) was added and the mixture was further stirred for 1 hr. The reaction mixture was diluted with saturated aqueous sodium hydrogen carbonate solution, and extracte... Reactants: FC1=CC=C(C(CCNC2=C(N(C3=CC(=CC=C23)Cl)C(=O)OC(C)(C)C)C(=O)OC)=O)C=C1 (3-[(p-fluorophenacyl)methylamino]-2-carbmethoxy-6-chloro-1-(tert-butyloxycarbonyl)-indole), FC(C(=O)O)(F)F (trifluoracetic acid). Run in C(Cl)Cl (methylene chloride), C(C)(=O)OCC (ethyl acetate). Product: FC1=CC=C(C(CCNC2=C(NC3=CC(=CC=C23)Cl)C(=O)OC)=O)C=C1 (3-[(p-fluorophenacyl)methylamino]-2-carbmethoxy-6-chloroindole). The yield is 62.0%. As a reaction SMILES: [F:1][C:2]1[CH:33]=[CH:32][C:5]([C:6](=[O:31])[CH2:7][CH2:8][NH:9][C:10]2[C:18]3[C:13](=[CH:14][C:15]([Cl:19])=[CH:16][CH:17]=3)[N:12](C(OC(C)(C)C)=O)[C:11]=2[C:27]([O:29][CH3:30])=[O:28])=[CH:4][CH:3]=1.FC(F)(F)C(O)=O>C(Cl)Cl.C(OCC)(=O)C>[F:1][C:2]1[CH:3]=[CH:4][C:5]([C:6](=[O:31])[CH2:7][CH2:8][NH:9][C:10]2[C:18]3[C:13](=[CH:14][C:15]([Cl:19])=[CH:16][CH:17]=3)[NH:12][C:11]=2[C:27]([O:29][CH3:30])=[O:28])=[CH:32][CH:33]=1. Procedure details: Dissolve 3-[(p-fluorophenacyl)methylamino]-2-carbmethoxy-6-chloro-1-(tert-butyloxycarbonyl)-indole from above in methylene chloride (5 mL). Add trifluoracetic acid (5 mL) and stir for 4 hours at room temperture. Dilute with ethyl acetate (50 mL) and rinse with 1N sodium hydroxide, saturated sodium chloride, dry over magnesium sulfate, filter and concentrate in vacuo. Purify the residue by flash chromatography (30% ethyl acetate/hexane) and recrystallize from ethyl acetate/hexane to yield the tit... Starting materials: NC1=CC=C(C=C1)C1=NC(=C2C(=N1)N(N=C2)C2CCN(CC2)C(=O)OCC)N2CC1CCC(C2)O1 (ethyl 4-(6-(4-aminophenyl)-4-(8-oxa-3-azabicyclo[3.2.1]octan-3-yl)-1H-pyrazolo[3,4-d]pyrimidin-1-yl)piperidine-1-carboxylate), C12CN(CC(CC1)O2)C2=C1C(=NC(=N2)Cl)N(N=C1)C1CCN(CC1)C(=O)OC (methyl 4-(4-(8-oxa-3-azabicyclo[3.2.1]octan-3-yl)-6-chloro-1H-pyrazolo[3,4-d]pyrimidin-1-yl)piperidine-1-carboxylate), [Cl-] (chloride). Product: NC1=CC=C(C=C1)C1=NC(=C2C(=N1)N(N=C2)C2CCN(CC2)C(=O)OC)N2CC1CCC(C2)O1 (methyl 4-(6-(4-aminophenyl)-4-(8-oxa-3-azabicyclo[3.2.1]octan-3-yl)-1H-pyrazolo[3,4-d]pyrimidin-1-yl)piperidine-1-carboxylate). RXN SMILES: [NH2:1][C:2]1[CH:7]=[CH:6][C:5]([C:8]2[N:13]=[C:12]3[N:14]([CH:17]4[CH2:22][CH2:21][N:20]([C:23]([O:25][CH2:26]C)=[O:24])[CH2:19][CH2:18]4)[N:15]=[CH:16][C:11]3=[C:10]([N:28]3[CH2:34][CH:33]4[O:35][CH:30]([CH2:31][CH2:32]4)[CH2:29]3)[N:9]=2)=[CH:4][CH:3]=1.C12OC(CC1)CN(C1N=C(Cl)N=C3N(C4CCN(C(OC)=O)CC4)N=CC=13)C2.[Cl-]>>[NH2:1][C:2]1[CH:3]=[CH:4][C:5]([C:8]2[N:13]=[C:12]3[N:14]([CH:17]4[CH2:18][CH2:19][N:20]([C:23]([O:25][CH3:26])=[O:24])[CH2:21][CH2:22]4)[N:15]=[CH:16][C:11]3=[C:10]([N:28]3[CH2:29][CH:30]4[O:35][CH:33]([CH2:32][CH2:31]4)[CH2:34]3)[N:9]=2)=[CH:6][CH:7]=1. Procedure details: A Suzuki coupling procedure similar to that used for the synthesis of ethyl 4-(6-(4-aminophenyl)-4-(8-oxa-3-azabicyclo[3.2.1]octan-3-yl)-1H-pyrazolo[3,4-d]pyrimidin-1-yl)piperidine-1-carboxylate is used, using methyl 4-(4-(8-oxa-3-azabicyclo[3.2.1]octan-3-yl)-6-chloro-1H-pyrazolo[3,4-d]pyrimidin-1-yl)piperidine-1-carboxylate as the chloride component (68%, MS=464.2 (M+H)) Reactants: CC(=O)[O-].[Na+] (NaOAc), ONCC1=CC=2CC3=CC=CC=C3C2C=C1 (N-hydroxy-9H-fluorene-2-methanamine), O1CCOCC1 (dioxane), ethyl oxalylchloride. Solvent: O (water). Reaction conditions: temperature -5 celsius, time 3 hour. Yields the product C1=C(C=CC=2C3=CC=CC=C3CC12)CN(O)C(C(=O)OCC)=O ((9H-fluoren-2-ylmethyl)hydroxyamino-oxo-acetic acid, ethyl ester). As a reaction SMILES: [OH:1][NH:2][CH2:3][C:4]1[CH:16]=[CH:15][C:14]2[C:13]3[C:8](=[CH:9][CH:10]=[CH:11][CH:12]=3)[CH2:7][C:6]=2[CH:5]=1.CC([O-])=[O:19].[Na+].[O:22]1[CH2:27][CH2:26][O:25][CH2:24][CH2:23]1>O>[CH:5]1[C:6]2[CH2:7][C:8]3[C:13](=[CH:12][CH:11]=[CH:10][CH:9]=3)[C:14]=2[CH:15]=[CH:16][C:4]=1[CH2:3][N:2]([C:24](=[O:25])[C:23]([O:22][CH2:27][CH3:26])=[O:19])[OH:1] |f:1.2|. Reported procedure: The crude hydroxylamine (4.2 g, 0.02 mol) from Example 1 is dissolved in dioxane (80 ml) and water (50 ml). The turbid solution is cooled to -5° C. and then treated with NaOAc (3.3 g, 0.04 mol) followed by ethyl oxalylchloride (3.0 g, 0.022 mol). The mixture is stirred at 24° C. for 3.0 hours, poured onto ice-1N HCl (40 mL) and extracted with CH2Cl2. The extract is washed with brine, water and dried over Na2SO4. The solvent is distilled off to give (9H-fluoren-2-ylmethyl)hydroxyamino-oxo-acetic ... The reactants are above product, OCCC=1C=2C=CC(=CC2CCC1)C(=O)OCC (ethyl 5-(2-hydroxyethyl)-7,8-dihydro-2-naphthalenecarboxylate), Cl.N1(C=NC=C1)CCC1C=2C=CC=C(C2CCC1)C(=O)O (5-(2-(1-imidazolyl)ethyl)-5,6,7,8-tetrahydro-1-naphthalenecarboxylic acid hydrochloride), IC (iodomethane). Reagents/catalysts: [C].[Pd] (palladium carbon). Run in C(C)O (ethanol). Product: OCCC1C=2C=CC(=CC2CCC1)C(=O)OCC (ethyl 5-(2-hydroxyethyl)-5,6,7,8-tetrahydro-2-naphthalenecarboxylate). As a reaction SMILES: Cl.N1(CCC2CCCC3C(C(O)=O)=CC=CC2=3)C=CN=C1.IC.[OH:24][CH2:25][CH2:26][C:27]1[C:28]2[CH:29]=[CH:30][C:31]([C:37]([O:39][CH2:40][CH3:41])=[O:38])=[CH:32][C:33]=2[CH2:34][CH2:35][CH:36]=1>C(O)C.[C].[Pd]>[OH:24][CH2:25][CH2:26][CH:27]1[CH2:36][CH2:35][CH2:34][C:33]2[CH:32]=[C:31]([C:37]([O:39][CH2:40][CH3:41])=[O:38])[CH:30]=[CH:29][C:28]1=2 |f:0.1,5.6|. Procedure: 14.3 g of the above product was allowed to react using procedures analogous to those described in steps (5) and (6) of Referential Example 1 but using iodomethane instead of bromoethane to give an oily product containing a small amount of ethyl 5-(2-hydroxyethyl)-7,8-dihydro-2-naphthalenecarboxylate as a by-product. The product was dissolved in 10 ml of ethanol and 0.5 g of 10% palladium carbon was added thereto. The mixture was catalytically reduced. After absorption of hydrogen gas was complet...